describe an organic reaction: reactants, conditions, products, and yield From a dataset of the Open Reaction Database (ORD), a public repository of structured organic reaction records. Reactants: FC(C1=CC=C2C=NN=C(C2=C1)NCC(=O)NC1CN(C1)C(=O)OC(C)(C)C)(F)F (tert-butyl 3-(2-(7-(trifluoromethyl)phthalazin-1-ylamino)acetamido)azetidine-1-carboxylate), FC(C(=O)O)(F)F (trifluoroacetic acid). The solvent is ClCCl (dichloromethane). Run at temperature 0 celsius, time 2 hour. The product is N1CC(C1)NC(CNC1=NN=CC2=CC=C(C=C12)C(F)(F)F)=O (N-(azetidin-3-yl)-2-(7-(trifluoromethyl)phthalazin-1-ylamino)acetamide). Reaction SMILES: [F:1][C:2]([F:30])([F:29])[C:3]1[CH:12]=[C:11]2[C:6]([CH:7]=[N:8][N:9]=[C:10]2[NH:13][CH2:14][C:15]([NH:17][CH:18]2[CH2:21][N:20](C(OC(C)(C)C)=O)[CH2:19]2)=[O:16])=[CH:5][CH:4]=1.FC(F)(F)C(O)=O>ClCCl>[NH:20]1[CH2:19][CH:18]([NH:17][C:15](=[O:16])[CH2:14][NH:13][C:10]2[C:11]3[C:6](=[CH:5][CH:4]=[C:3]([C:2]([F:1])([F:30])[F:29])[CH:12]=3)[CH:7]=[N:8][N:9]=2)[CH2:21]1. Procedure: Into a 25 mL round-bottom flask, was placed a solution of tert-butyl 3-(2-(7-(trifluoromethyl)phthalazin-1-ylamino)acetamido)azetidine-1-carboxylate (prepared as described in the previous step, 160 mg, 0.38 mmol, 1.00 equiv) in dichloromethane (1 mL). This was followed by the addition of trifluoroacetic acid (0.8 mL). The reaction mixture was stirred for 2 h at 0° C. The resulting mixture was concentrated under vacuum. The title compound was obtained as a yellow oil. Starting materials: IC (Iodomethane), C(C=C)OC(=O)N1C[C@H](C[C@H]1CC=1N2C(SC1)=CN=C2)SC=2[C@@H]([C@H]1N(C2C(=O)OCC=C)C([C@@H]1[C@@H](C)O)=O)C (allyl(1R,5S,6S)-2-[(3S,5R)-1-allyloxycarbonyl-5-(imidazo[5,1-b]thiazol-3-yl)methylpyrrolidin-3-yl]thio-6-((1R)-1-hydroxyethyl)-1-methylcarbapen-2-em-3-carboxylate). Conditions: time 16 hour. Yields the product [I-].C(C=C)OC(=O)N1C[C@H](C[C@H]1CC=1[N+]=2C(SC1)=CN(C2)C)SC=2[C@@H]([C@H]1N(C2C(=O)OCC=C)C([C@@H]1[C@@H](C)O)=O)C (allyl(1R,5S,6S)-2-[(3S,5R)-1-allyloxycarbonyl-5-(6-methylimidazo[5,1-b]thiazolium-3-yl)methylpyrrolidin-3-yl]thio-6-((1R)-1-hydroxyethyl)-1-methylcarbapen-2-em-3-carboxylate iodide). The yield is 86.5%. As a reaction SMILES: [I:1][CH3:2].[CH2:3]([O:6][C:7]([N:9]1[C@H:13]([CH2:14][C:15]2[N:16]3[CH:22]=[N:21][CH:20]=[C:17]3[S:18][CH:19]=2)[CH2:12][C@H:11]([S:23][C:24]2[C@H:25]([CH3:41])[C@@H:26]3[C@@H:36]([C@H:37]([OH:39])[CH3:38])[C:35](=[O:40])[N:27]3[C:28]=2[C:29]([O:31][CH2:32][CH:33]=[CH2:34])=[O:30])[CH2:10]1)=[O:8])[CH:4]=[CH2:5]>>[I-:1].[CH2:3]([O:6][C:7]([N:9]1[C@H:13]([CH2:14][C:15]2[N+:16]3[C:17](=[CH:20][N:21]([CH3:2])[CH:22]=3)[S:18][CH:19]=2)[CH2:12][C@H:11]([S:23][C:24]2[C@H:25]([CH3:41])[C@@H:26]3[C@@H:36]([C@H:37]([OH:39])[CH3:38])[C:35](=[O:40])[N:27]3[C:28]=2[C:29]([O:31][CH2:32][CH:33]=[CH2:34])=[O:30])[CH2:10]1)=[O:8])[CH:4]=[CH2:5] |f:2.3|. Reported procedure: Iodomethane (2.13 g) is added to 85.0 mg of allyl(1R,5S,6S)-2-[(3S,5R)-1-allyloxycarbonyl-5-(imidazo[5,1-b]thiazol-3-yl)methylpyrrolidin-3-yl]thio-6-((1R)-1-hydroxyethyl)-1-methylcarbapen-2-em-3-carboxylate described in Example 20-b), and the mixture is stirred in an argon atmosphere in a light-shielded state at room temperature for 16 hr. The excess reagent is removed by evaporation under reduced pressure, and the residue is purified by column chromatography on Sephadex LH-20 (dichloromethane:m...